From a dataset of the Open Reaction Database (ORD), a public repository of structured organic reaction records. describe an organic reaction: reactants, conditions, products, and yield The reactants are CCOC(=O)c1cccn2cc(C(C)(C)C)nc12, ClC(Cl)(Cl)Cl. Yields the product CC(C)(C)c1cn2cccc(CO)c2n1. RXN SMILES: [C:1]([CH3:2])([CH3:3])([CH3:4])[c:5]1[n:6][c:7]2[n:8]([cH:9][cH:10][cH:11][c:12]2[C:13](=[O:14])[O:15][CH2:16][CH3:17])[cH:18]1.[Cl:19][C:20]([Cl:21])([Cl:22])[Cl:23]>>[C:1]([CH3:2])([CH3:3])([CH3:4])[c:5]1[n:6][c:7]2[n:8]([cH:9][cH:10][cH:11][c:12]2[CH2:13][OH:14])[cH:18]1. Starting materials: C=O, Cl, O=Cc1ccc(O)cc1. Product: O=Cc1ccc(O)c(CCl)c1. RXN SMILES: [CH2:11]=[O:12].[ClH:10].[OH:1][c:2]1[cH:3][cH:4][c:5]([CH:6]=[O:7])[cH:8][cH:9]1>>[OH:1][c:2]1[c:3]([CH2:11][Cl:10])[cH:4][c:5]([CH:6]=[O:7])[cH:8][cH:9]1. The reactants are 2[HCl], O=C1CCN(CC1)C(=O)OC(C)(C)C (tert-butyl 4-oxo-1-piperidinecarboxylate), C(C)(C)N(C(C)C)CC (N,N-diisopropylethylamine), C(C)(=O)O[BH-](OC(C)=O)OC(C)=O.[Na+] (sodium triacetoxyborohydride), C[Si](CCOCN1C=CC=2C1=NC=CC2C=2C=NN(C2)C2(CNC2)CC#N)(C)C ({3-[4-(1-{[2-(trimethylsilyl)ethoxy]methyl}-1H-pyrrolo[2,3-b]pyridin-4-yl)-1H-pyrazol-1-yl]azetidin-3-yl}acetonitrile), solution, Cl (HCl), O1CCOCC1 (1,4-dioxane). The solvent is C1CCOC1 (THF). Run at time 2 hour. Product: Cl.Cl.Cl.N1CCC(CC1)N1CC(C1)(N1N=CC(=C1)C1=C2C(=NC=C1)N(C=C2)COCC[Si](C)(C)C)CC#N ({1-piperidin-4-yl-3-[4-(1-{[2-(trimethylsilyl)ethoxy]methyl}-1H-pyrrolo[2,3-b]pyridin-4-yl)-1H-pyrazol-1-yl]azetidin-3-yl}acetonitrile trihydrochloride). Reaction SMILES: [CH3:1][Si:2]([CH3:29])([CH3:28])[CH2:3][CH2:4][O:5][CH2:6][N:7]1[C:11]2=[N:12][CH:13]=[CH:14][C:15]([C:16]3[CH:17]=[N:18][N:19]([C:21]4([CH2:25][C:26]#[N:27])[CH2:24][NH:23][CH2:22]4)[CH:20]=3)=[C:10]2[CH:9]=[CH:8]1.O=[C:31]1[CH2:36][CH2:35][N:34](C(OC(C)(C)C)=O)[CH2:33][CH2:32]1.C(N(CC)C(C)C)(C)C.C(O[BH-](OC(=O)C)OC(=O)C)(=O)C.[Na+].[ClH:67].O1CCOCC1>C1COCC1>[ClH:67].[ClH:67].[ClH:67].[NH:34]1[CH2:35][CH2:36][CH:31]([N:23]2[CH2:22][C:21]([CH2:25][C:26]#[N:27])([N:19]3[CH:20]=[C:16]([C:15]4[CH:14]=[CH:13][N:12]=[C:11]5[N:7]([CH2:6][O:5][CH2:4][CH2:3][Si:2]([CH3:28])([CH3:1])[CH3:29])[CH:8]=[CH:9][C:10]=45)[CH:17]=[N:18]3)[CH2:24]2)[CH2:32][CH2:33]1 |f:3.4,8.9.10.11|. Procedure: To a mixture of {3-[4-(1-{[2-(trimethylsilyl)ethoxy]methyl}-1H-pyrrolo[2,3-b]pyridin-4-yl)-1H-pyrazol-1-yl]azetidin-3-yl}acetonitrile.2[HCl] (347 mg, 0.70 mmol), tert-butyl 4-oxo-1-piperidinecarboxylate (134 mg, 0.70 mmol) and N,N-diisopropylethylamine (0.467 mL, 2.68 mmol) in THF (10.0 mL) was added sodium triacetoxyborohydride (284 mg, 1.34 mmol). The mixture was stirred at room temperature for 2 hours and quenched with brine. The resulting solution was extracted with EtOAc (2 times). The comb... Reactants: C1(CCCCC1)N (Cyclohexylamine), C(C)OC(=O)C=1C(NC2=CSC=C2C1O)=O (7-hydroxy-5-oxo-4,5-dihydro-2-thia-4-aza-indene-6-carboxylic acid ethyl ester). Solvent: C1(=CC=CC=C1)C (toluene). Run at temperature 130 celsius. Yields the product C1(CCCCC1)NC(=O)C=1C(NC2=CSC=C2C1O)=O (7-hydroxy-5-oxo-4,5-dihydro-2-thia-4-aza-indene-6-carboxylic acid cyclohexylamide). Isolated yield 29.8%. Reaction SMILES: [CH:1]1([NH2:7])[CH2:6][CH2:5][CH2:4][CH2:3][CH2:2]1.C([O:10][C:11]([C:13]1[C:14](=[O:23])[NH:15][C:16]2[C:20]([C:21]=1[OH:22])=[CH:19][S:18][CH:17]=2)=O)C>C1(C)C=CC=CC=1>[CH:1]1([NH:7][C:11]([C:13]2[C:14](=[O:23])[NH:15][C:16]3[C:20]([C:21]=2[OH:22])=[CH:19][S:18][CH:17]=3)=[O:10])[CH2:6][CH2:5][CH2:4][CH2:3][CH2:2]1. Procedure details: Cyclohexylamine (4.6 mL, 40.12 mmol) was added to a solution of 7-hydroxy-5-oxo-4,5-dihydro-2-thia-4-aza-indene-6-carboxylic acid ethyl ester (39) (3.2 g, 82.70 mmol) in toluene and heated at 130° C. for 4 h. The solution was cooled and excess solvent was distilled off under vacuum. The residue was taken in CH2Cl2, sonicated briefly, and filtered to yield 3.5 g (89%) of 7-hydroxy-5-oxo-4,5-dihydro-2-thia-4-aza-indene-6-carboxylic acid cyclohexylamide as white solids. MP 244° C.; 1H NMR (400 MHz,... The reactants are C=CC1=CC=NC=C1.Cl (poly(4-vinylpyridine hydrochloride)), O1CCC=C1 (dihydrofuran), C1=CC=CC=2SC3=CC=CC=C3NC12 (phenothiazine), C(C=C)(=O)O (Acrylic acid). Yields the product C(C=C)(=O)OC1OCCC1 (2-tetrahydrofuranyl acrylate). RXN SMILES: [O:1]1[CH:5]=[CH:4][CH2:3][CH2:2]1.C1C2NC3C(=CC=CC=3)SC=2C=CC=1.[C:20]([OH:24])(=[O:23])[CH:21]=[CH2:22].C=CC1C=CN=CC=1.Cl>>[C:20]([O:24][CH:5]1[CH2:4][CH2:3][CH2:2][O:1]1)(=[O:23])[CH:21]=[CH2:22] |f:3.4|. Procedure details: To a 100 mL 3-neck round bottom flask equipped with a stir bar, condenser, and addition funnel was added 39 mL of dihydrofuran (FW 70.09, d=0.927), and 0.18 g of phenothiazine. Acrylic acid (19 mL, FW 72.06, d=1.05) was added dropwise slowly with stirring. A mild exotherm (55° C.) occurred. After cooling to room temperature, 0.415 g of poly(4-vinylpyridine hydrochloride) was added and the reaction was stirred overnight. The acid catalyst was then filtered off and 0.2 g each of calcium hydride an... Reactants: NC1=C(C=CC=C1)O (o-aminophenol), C([O-])(O)=O.[Na+] (sodium bicarbonate), O (water), ClC1=C(C(=O)Cl)C=C(C=C1)[N+](=O)[O-] (2-Chloro-5-nitro-benzoyl chloride), ice. Run in CCOCC (ether), C(C)OCC (diethyl ether). Conditions: time 8 hour. Product: ClC1=C(C(=O)NC2=C(C=CC=C2)O)C=C(C=C1)[N+](=O)[O-] (2Chloro-N-(2-hydroxy-phenyl)-5-nitrobenzamide). Reaction SMILES: [Cl:1][C:2]1[CH:10]=[CH:9][C:8]([N+:11]([O-:13])=[O:12])=[CH:7][C:3]=1[C:4](Cl)=[O:5].[NH2:14][C:15]1[CH:20]=[CH:19][CH:18]=[CH:17][C:16]=1[OH:21].C(=O)(O)[O-].[Na+].O>C(OCC)C>[Cl:1][C:2]1[CH:10]=[CH:9][C:8]([N+:11]([O-:13])=[O:12])=[CH:7][C:3]=1[C:4]([NH:14][C:15]1[CH:20]=[CH:19][CH:18]=[CH:17][C:16]=1[OH:21])=[O:5] |f:2.3|. Procedure details: 2-Chloro-5-nitro-benzoyl chloride in 60 mL of diethyl ether was added to an ice-cooled mixture of o-aminophenol (5.4 g) and sodium bicarbonate (8.3 g), water (36 mL) and ether (20 mL) over a period of 1 hour. The mixture was allowed to warm to room temperature and stirred overnight. The precipitate was filtered and washed sequentially with water (3×100 mL), 2N HCl (3×100 mL) and diethyl ether (3×50 mL). Yield 11.2 g (77%). The reactants are C(C=C)O (allyl alcohol), CC=1C=CC(=CC1)C(=O)O (p-toluic acid), CC=1C=CC(=CC1)C(=O)O (p-toluic acid). Run in CC(=O)C (acetone). Yields the product C1(=CC=C(C=C1)C=O)C (p-tolualdehyde). Reaction SMILES: C(O)C=C.[CH3:5][C:6]1[CH:7]=[CH:8][C:9]([C:12](O)=[O:13])=[CH:10][CH:11]=1>CC(C)=O>[C:6]1([CH3:5])[CH:11]=[CH:10][C:9]([CH:12]=[O:13])=[CH:8][CH:7]=1. Reported procedure: Epoxidation of allyl alcohol is carried out with 200 g of the per-p-toluic acid product solution containing 31.6 % by weight of per-p-toluic acid, obtained by autooxidizing p-tolualdehyde with air in the absence of catalyst in acetone as a solvent. That is to say, the per-p-toluic acid product solution contains 63.2 g (0.415 moles) of per-p-toluic acid, 13.2 g (0.097 moles) of p-toluic acid and the solvent acetone. 24.4 g (0.420 mole) of allyl alcohol, which is equimolar to the per-p-toluic acid...